Dataset: the Open Reaction Database (ORD), a public repository of structured organic reaction records. Task: describe an organic reaction: reactants, conditions, products, and yield The reactants are COC(=O)COc1ccc(F)c2nc(OC(F)F)c(Cc3ccc(Cl)cc3Cl)c(C)c12, CO, [Na+], [OH-]. Yields the product Cc1c(Cc2ccc(Cl)cc2Cl)c(OC(F)F)nc2c(F)ccc(OCC(=O)O)c12. Reaction SMILES: [CH3:1][O:2][C:3]([CH2:4][O:5][c:6]1[c:7]2[c:8]([CH3:30])[c:9]([CH2:21][c:22]3[c:23]([Cl:29])[cH:24][c:25]([Cl:28])[cH:26][cH:27]3)[c:10]([O:17][CH:18]([F:19])[F:20])[n:11][c:12]2[c:13]([F:16])[cH:14][cH:15]1)=[O:31].[CH3:34][OH:35].[Na+:33].[OH-:32]>>[O:2]=[C:3]([CH2:4][O:5][c:6]1[c:7]2[c:8]([CH3:30])[c:9]([CH2:21][c:22]3[c:23]([Cl:29])[cH:24][c:25]([Cl:28])[cH:26][cH:27]3)[c:10]([O:17][CH:18]([F:19])[F:20])[n:11][c:12]2[c:13]([F:16])[cH:14][cH:15]1)[OH:31]. The reactants are Cc1ccc(C(=O)O)s1, [Cl-], COc1cccc2sc(N)nc12, c1ccncc1. The product is COc1cccc2sc(NC(=O)c3ccc(C)s3)nc12. Reaction SMILES: [CH3:14][c:15]1[cH:16][cH:17][c:18]([C:20](=[O:21])[OH:22])[s:19]1.[Cl-:13].[NH2:1][c:2]1[s:3][c:4]2[c:5]([n:6]1)[c:7]([O:11][CH3:12])[cH:8][cH:9][cH:10]2.[cH:23]1[cH:24][cH:25][n:26][cH:27][cH:28]1>>[NH:1]([c:2]1[s:3][c:4]2[c:5]([n:6]1)[c:7]([O:11][CH3:12])[cH:8][cH:9][cH:10]2)[C:20]([c:18]1[cH:17][cH:16][c:15]([CH3:14])[s:19]1)=[O:21]. Reactants: O=C(CO)c1ccc(F)cc1, O, OCCO, Cc1ccc(S(=O)(=O)O)cc1, c1ccccc1. The product is OCC1(c2ccc(F)cc2)OCCO1. As a reaction SMILES: [F:1][c:2]1[cH:3][cH:4][c:5]([C:8]([CH2:9][OH:10])=[O:11])[cH:6][cH:7]1.[OH2:16].[OH:12][CH2:13][CH2:14][OH:15].[c:17]1([CH3:18])[cH:19][cH:20][c:21]([S:22]([OH:23])(=[O:24])=[O:25])[cH:26][cH:27]1.[cH:28]1[cH:29][cH:30][cH:31][cH:32][cH:33]1>>[F:1][c:2]1[cH:3][cH:4][c:5]([C:8]2([CH2:9][OH:10])[O:11][CH2:14][CH2:13][O:12]2)[cH:6][cH:7]1. The reactants are CCCCCC, CCOC(C)=O, COc1cc(Cl)c(C=O)cc1OC, [Na+], [OH-], O=S(=O)(O)O. Product: COc1cc(Cl)c(C=O)cc1O. As a reaction SMILES: [CH3:16][CH2:17][CH2:18][CH2:19][CH2:20][CH3:21].[CH3:22][CH2:23][O:24][C:25]([CH3:26])=[O:27].[Cl:1][c:2]1[c:3]([CH:4]=[O:5])[cH:6][c:7]([O:12][CH3:13])[c:8]([O:10][CH3:11])[cH:9]1.[Na+:15].[OH-:14].[S:28](=[O:29])(=[O:30])([OH:31])[OH:32]>>[Cl:1][c:2]1[c:3]([CH:4]=[O:5])[cH:6][c:7]([OH:12])[c:8]([O:10][CH3:11])[cH:9]1. Starting materials: CCOC(=O)c1cc(C(CC)CC)sc1CC, CC(C)C[Al+]CC(C)C, Cl, [H-], C1CCOC1, Cc1ccccc1. Product: CCc1sc(C(CC)CC)cc1C=O. As a reaction SMILES: [CH2:1]([CH3:2])[c:3]1[s:4][c:5]([CH:13]([CH2:14][CH3:15])[CH2:16][CH3:17])[cH:6][c:7]1[C:8](=[O:9])[O:10][CH2:11][CH3:12].[CH2:26]([Al+:27][CH2:28][CH:29]([CH3:30])[CH3:31])[CH:32]([CH3:33])[CH3:34].[ClH:35].[H-:25].[O:36]1[CH2:37][CH2:38][CH2:39][CH2:40]1.[c:18]1([CH3:19])[cH:20][cH:21][cH:22][cH:23][cH:24]1>>[CH2:1]([CH3:2])[c:3]1[s:4][c:5]([CH:13]([CH2:14][CH3:15])[CH2:16][CH3:17])[cH:6][c:7]1[CH:8]=[O:9]. Reactants: FC=1C=C(C(=O)NC2=CC=C(C3=CC=CC=C23)OC2=NC(=NC=C2)S(=O)(=O)C)C=C(C1)N1CCCCC1 (3-fluoro-N-[4-(2-methanesulfonyl-pyrimidin-4-yloxy)-naphthalen-1-yl]-5-piperidin-1-yl-benzamide), C(C)OC(=O)N1CCC(CC1)N (4-amino-piperidine-1-carboxylic acid ethyl ester). The product is C(C)OC(=O)N1CCC(CC1)NC1=NC=CC(=N1)OC1=CC=C(C2=CC=CC=C12)NC(C1=CC(=CC(=C1)N1CCCCC1)F)=O (Ethyl-4-{[4-({4-[(3-fluoro-5-piperidin-1-ylbenzoyl)amino]-1-naphthyl}oxy)pyrimidin-2-yl]amino}piperidine-1-carboxylate). As a reaction SMILES: [F:1][C:2]1[CH:3]=[C:4]([CH:29]=[C:30]([N:32]2[CH2:37][CH2:36][CH2:35][CH2:34][CH2:33]2)[CH:31]=1)[C:5]([NH:7][C:8]1[C:17]2[C:12](=[CH:13][CH:14]=[CH:15][CH:16]=2)[C:11]([O:18][C:19]2[CH:24]=[CH:23][N:22]=[C:21](S(C)(=O)=O)[N:20]=2)=[CH:10][CH:9]=1)=[O:6].[CH2:38]([O:40][C:41]([N:43]1[CH2:48][CH2:47][CH:46]([NH2:49])[CH2:45][CH2:44]1)=[O:42])[CH3:39]>>[CH2:38]([O:40][C:41]([N:43]1[CH2:44][CH2:45][CH:46]([NH:49][C:21]2[N:20]=[C:19]([O:18][C:11]3[C:12]4[C:17](=[CH:16][CH:15]=[CH:14][CH:13]=4)[C:8]([NH:7][C:5](=[O:6])[C:4]4[CH:29]=[C:30]([N:32]5[CH2:37][CH2:36][CH2:35][CH2:34][CH2:33]5)[CH:31]=[C:2]([F:1])[CH:3]=4)=[CH:9][CH:10]=3)[CH:24]=[CH:23][N:22]=2)[CH2:47][CH2:48]1)=[O:42])[CH3:39]. Procedure: Compound is prepared from 3-fluoro-N-[4-(2-methanesulfonyl-pyrimidin-4-yloxy)-naphthalen-1-yl]-5-piperidin-1-yl-benzamide and 4-amino-piperidine-1-carboxylic acid ethyl ester according to conditions described in general procedure C. 1H NMR (400 MHz, DMSO-d6) δ 1.05-1.19 (m, 5 H), 1.43-1.70 (m, 8 H), 2.79 (s, 2 H), 3.23-3.28 (m, 4 H), 3.70-3.98 (m, 5 H), 6.16-6.34 (bd, 1 H), 6.95 (d, J=12.4 Hz, 1 H), 7.10-7.20 (m, 2 H), 7.38 (d, J=8.0 Hz, 1 H), 7.42 (s, 1 H), 7.53-7.60 (m, 3 H), 7.79 (d, J=7.7 Hz... The product is COC(CC1=CC(=CC=C1)NC=1C2=C(N=CN1)OC(=C2C2=CC=C(C=C2)OC)C2=CC=CC=C2)=O (3-{[5-(4-Methoxyphenyl)-6-phenylfuro[2,3-d]pyrimidin-4-yl]amino}phenylacetic acid methyl ester). Reactants: ClC=1C2=C(N=CN1)OC(=C2C2=CC=C(C=C2)OC)C2=CC=CC=C2 (4-chloro-5-(4-methoxyphenyl)-6-phenylfuro[2,3-d]pyrimidine), COC(CC1=CC(=CC=C1)N)=O (3-aminophenylacetic acid methyl ester). As a reaction SMILES: Cl[C:2]1[C:3]2[C:10]([C:11]3[CH:16]=[CH:15][C:14]([O:17][CH3:18])=[CH:13][CH:12]=3)=[C:9]([C:19]3[CH:24]=[CH:23][CH:22]=[CH:21][CH:20]=3)[O:8][C:4]=2[N:5]=[CH:6][N:7]=1.[CH3:25][O:26][C:27](=[O:36])[CH2:28][C:29]1[CH:34]=[CH:33][CH:32]=[C:31]([NH2:35])[CH:30]=1>ClCCl>[CH3:25][O:26][C:27](=[O:36])[CH2:28][C:29]1[CH:34]=[CH:33][CH:32]=[C:31]([NH:35][C:2]2[C:3]3[C:10]([C:11]4[CH:12]=[CH:13][C:14]([O:17][CH3:18])=[CH:15][CH:16]=4)=[C:9]([C:19]4[CH:20]=[CH:21][CH:22]=[CH:23][CH:24]=4)[O:8][C:4]=3[N:5]=[CH:6][N:7]=2)[CH:30]=1. Procedure: Heat 300 mg (0.89 mmol) of 4-chloro-5-(4-methoxyphenyl)-6-phenylfuro[2,3-d]pyrimidine and 191.3 mg (1.16 mmol) of 3-aminophenylacetic acid methyl ester to 150° C. for 1.5 h. After cooling, add dichloromethane and filter off the resulting solid with suction, wash with dichloromethane and dry at 50° C. under high vacuum overnight. Purify the crude product by chromatography on silica gel (eluent: dichloromethane/ethyl acetate 10:1). 273.2 mg (65.9% of theory) of the target product are obtained as a... The solvent is ClCCl (dichloromethane). The reactants are C=1(C(=CC=CC1)C)C (xylene), C(C)O[SiH](OCC)OCC (triethoxy silane), C(C=C)N (allylamine). Reagents/catalysts: [C-]#[O+].[C-]#[O+].[C-]#[O+].[C-]#[O+].[C-]#[O+].[C-]#[O+].[C-]#[O+].[C-]#[O+].[C-]#[O+].[C-]#[O+].[C-]#[O+].[C-]#[O+].[Rh].[Rh].[Rh].[Rh] (tetrarhodium dodecacarbonyl). Reaction conditions: temperature 110 celsius, time 2 hour. Yields the product C(C=C)N (allylamine), NC(C[Si](OCC)(OCC)OCC)C (beta-aminopropyl triethoxy silane). As a reaction SMILES: [CH2:1]([NH2:4])[CH:2]=[CH2:3].[CH2:5]([O:7][SiH:8]([O:12][CH2:13][CH3:14])[O:9][CH2:10][CH3:11])[CH3:6].[C:15]1([CH3:22])C(C)=CC=C[CH:20]=1>[C-]#[O+].[C-]#[O+].[C-]#[O+].[C-]#[O+].[C-]#[O+].[C-]#[O+].[C-]#[O+].[C-]#[O+].[C-]#[O+].[C-]#[O+].[C-]#[O+].[C-]#[O+].[Rh].[Rh].[Rh].[Rh]>[CH2:1]([NH2:4])[CH:2]=[CH2:3].[NH2:4][CH:15]([CH3:22])[CH2:20][Si:8]([O:12][CH2:13][CH3:14])([O:9][CH2:10][CH3:11])[O:7][CH2:5][CH3:6] |f:3.4.5.6.7.8.9.10.11.12.13.14.15.16.17.18|. Reported procedure: A 200 ml. flask equipped with a stirrer, thermometer, dropping funnel, CO inlet tube and reflux condenser having a CO outlet tube, was flushed with carbon monoxide, charged with 1.9 milligrams of tetrarhodium dodecacarbonyl (2.5×10-6 mole), 14 grams of allylamine (0.25 mole) and 60 ml. of xylene, and heated in an oil bath maintained at a temperature of 110° C. Thereafter, 41 grams of triethoxy silane (0.25 mole) was dropwise added to the mixture from the dropping funnel over 30 minutes. The reac... The reactants are CN(/C=C/C(=O)C1=NN(C=CC1=O)C1=CC=C(C=C1)OC(F)(F)F)C (3-((E)-3-Dimethylamino-acryloyl)-1-(4-trifluoromethoxy-phenyl)-1H-pyridazin-4-one), C1=NC=C(C2=CC=CC=C12)NN (isoquinolin-4-yl-hydrazine). The product is C1=NC=C(C2=CC=CC=C12)N1N=CC=C1C1=NN(C=CC1=O)C1=CC=C(C=C1)OC(F)(F)F (3-(2-Isoquinolin-4-yl-2H-pyrazol-3-yl)-1-(4-trifluoromethoxy-phenyl)-1H-pyridazin-4-one). As a reaction SMILES: CN(C)/[CH:3]=[CH:4]/[C:5]([C:7]1[C:12](=[O:13])[CH:11]=[CH:10][N:9]([C:14]2[CH:19]=[CH:18][C:17]([O:20][C:21]([F:24])([F:23])[F:22])=[CH:16][CH:15]=2)[N:8]=1)=O.[CH:26]1[C:35]2[C:30](=[CH:31][CH:32]=[CH:33][CH:34]=2)[C:29]([NH:36][NH2:37])=[CH:28][N:27]=1>>[CH:26]1[C:35]2[C:30](=[CH:31][CH:32]=[CH:33][CH:34]=2)[C:29]([N:36]2[C:5]([C:7]3[C:12](=[O:13])[CH:11]=[CH:10][N:9]([C:14]4[CH:15]=[CH:16][C:17]([O:20][C:21]([F:22])([F:24])[F:23])=[CH:18][CH:19]=4)[N:8]=3)=[CH:4][CH:3]=[N:37]2)=[CH:28][N:27]=1. Procedure: The product was obtained starting from 3-((E)-3-Dimethylamino-acryloyl)-1-(4-trifluoromethoxy-phenyl)-1H-pyridazin-4-one (A-8) and isoquinolin-4-yl-hydrazine according to the method described for example 91. MS: M=450.1 (M+H)+ Reactants: FCC1(CF)C=C(N2CCCC2=S)c2cc(C(F)(F)C(F)(F)F)ccc2O1, [H-], CI, C[N+](=O)[O-], [Na+], C1CCOC1, O. Product: O=[N+]([O-])C=C1CCCN1C1=CC(CF)(CF)Oc2ccc(C(F)(F)C(F)(F)F)cc21. Reaction SMILES: [F:1][C:2]([C:3]([F:4])([F:5])[F:6])([c:7]1[cH:8][cH:9][c:10]2[c:11]([cH:26]1)[C:12]([N:20]1[C:21](=[S:25])[CH2:22][CH2:23][CH2:24]1)=[CH:13][C:14]([CH2:16][F:17])([CH2:18][F:19])[O:15]2)[F:27].[H-:34].[I:28][CH3:29].[N+:30](=[O:31])([O-:32])[CH3:33].[Na+:35].[O:37]1[CH2:38][CH2:39][CH2:40][CH2:41]1.[OH2:36]>>[F:1][C:2]([C:3]([F:4])([F:5])[F:6])([c:7]1[cH:8][cH:9][c:10]2[c:11]([cH:26]1)[C:12]([N:20]1[C:21](=[CH:33][N+:30](=[O:31])[O-:32])[CH2:22][CH2:23][CH2:24]1)=[CH:13][C:14]([CH2:16][F:17])([CH2:18][F:19])[O:15]2)[F:27].